Dataset: the Open Reaction Database (ORD), a public repository of structured organic reaction records. Task: describe an organic reaction: reactants, conditions, products, and yield Starting materials: CC(C(=O)OCC)CCN1CCCCC1 (ethyl 2-methyl-4-piperidinobutyrate), Cl (hydrochloric acid). The solvent is O (water). Yields the product Cl.CC(C(=O)O)CCN1CCCCC1 (2-Methyl-4-piperidinobutyric acid hydrochloride). Reaction SMILES: [CH3:1][CH:2]([CH2:8][CH2:9][N:10]1[CH2:15][CH2:14][CH2:13][CH2:12][CH2:11]1)[C:3]([O:5]CC)=[O:4].[ClH:16]>O>[ClH:16].[CH3:1][CH:2]([CH2:8][CH2:9][N:10]1[CH2:11][CH2:12][CH2:13][CH2:14][CH2:15]1)[C:3]([OH:5])=[O:4] |f:3.4|. Procedure details: 6.5 g. (0.030 mole) of ethyl 2-methyl-4-piperidinobutyrate was combined with a mixture of 45 ml. of water and 45 ml. of concentrated hydrochloric acid and heated at reflux for 16 hours. The solution was concentrated under reduced pressure (water aspirator) to give a residue which crystallized upon addition of 50 ml. of diethyl ether. The ether was decanted, and the solid was triturated with acetone and filtered. Recrystallization from acetic acid/acetone gave 3.38 g. of colorless crystals, m.p. ... Reactants: BrC=1C=C(C=C(C1)Br)C (3,5-Dibromotoluene), BrN1C(CCC1=O)=O (N-bromosuccinimide). Reagents/catalysts: C(C1=CC=CC=C1)(=O)OOC(C1=CC=CC=C1)=O (benzoyl peroxide). Solvent: C1=CC=CC=C1 (benzene). Reaction conditions: time 8 hour. Yields the product BrC=1C=C(CBr)C=C(C1)Br (3,5-Dibromobenzyl Bromide). Isolated yield 48.4%. Reaction SMILES: [Br:1][C:2]1[CH:3]=[C:4]([CH3:9])[CH:5]=[C:6]([Br:8])[CH:7]=1.[Br:10]N1C(=O)CCC1=O>C(OOC(=O)C1C=CC=CC=1)(=O)C1C=CC=CC=1.C1C=CC=CC=1>[Br:1][C:2]1[CH:3]=[C:4]([CH:5]=[C:6]([Br:8])[CH:7]=1)[CH2:9][Br:10]. Reported procedure: 3,5-Dibromotoluene (27.0 g; 108.0 mmol), N-bromosuccinimide (19.2 g; 108.0 mmol), and benzoyl peroxide (0.32 g) were added to benzene (200 ml), and the mixture was refluxed for 2.5 hours. The mixture was brought to room temperature, and the solvent was evaporated under reduced pressure. The residue was taken up in n-hexane (200 ml), and the mixture was left to stand overnight at room temperature. Crystals that precipitated were filtered off, and the filtrate was concentrated under reduced pressu... Reactants: C(C)(=O)NC=1C(=C(C(=O)N[C@@H](C)C(=O)O)C(=C(C1I)NC(C)=O)I)I (N-(3,5-diacetamido-2,4,6-triiodobenzoyl)-L-alanine), [N+](=O)([O-])C1=C(C=CC=C1)O (o-nitrophenol), C1(CCCCC1)N=C=NC1CCCCC1 (N,N'-dicyclohexylcarbodiimide). The product is [N+](=O)([O-])C1=C(C=CC=C1)OC([C@@H](NC(C1=C(C(=C(C(=C1I)NC(C)=O)I)NC(C)=O)I)=O)C)=O (N-(3,5-diacetamido-2,4,6-triiodobenzoyl)-L-alanine-o-nitrophenyl ester). As a reaction SMILES: [C:1]([NH:4][C:5]1[C:6]([I:25])=[C:7]([C:16]([I:24])=[C:17]([NH:20][C:21](=[O:23])[CH3:22])[C:18]=1[I:19])[C:8]([NH:10][C@H:11]([C:13]([OH:15])=[O:14])[CH3:12])=[O:9])(=[O:3])[CH3:2].[N+:26]([C:29]1[CH:34]=[CH:33][CH:32]=[CH:31][C:30]=1O)([O-:28])=[O:27].C1(N=C=NC2CCCCC2)CCCCC1>>[N+:26]([C:29]1[CH:34]=[CH:33][CH:32]=[CH:31][C:30]=1[O:14][C:13](=[O:15])[C@H:11]([CH3:12])[NH:10][C:8](=[O:9])[C:7]1[C:6]([I:25])=[C:5]([NH:4][C:1](=[O:3])[CH3:2])[C:18]([I:19])=[C:17]([NH:20][C:21](=[O:23])[CH3:22])[C:16]=1[I:24])([O-:28])=[O:27]. Procedure: Following the procedure of example 33, the desired compound is synthesized from 13.7 g (20 mMol) N-(3,5-diacetamido-2,4,6-triiodobenzoyl)-L-alanine, 3,5 g (25 mMol)-o-nitrophenol and 5 g (24 mMol) N,N'-dicyclohexylcarbodiimide. The reagents and catalysts are C=1C=CC(=CC1)/C=C/C(=O)/C=C/C2=CC=CC=C2.C=1C=CC(=CC1)/C=C/C(=O)/C=C/C2=CC=CC=C2.C=1C=CC(=CC1)/C=C/C(=O)/C=C/C2=CC=CC=C2.[Pd].[Pd] (Pd2(dba)3). Reactants: N1CCOCC1 (morpholine), BrC1=CC(=C(C=C1)S(=O)(=O)N1[C@@H](CN(CC1)C1=C(C=C(C=C1)F)C(F)(F)F)C)Cl ((2R)-1-[(4-bromo-2-chlorophenyl)sulfonyl]-4-[4-fluoro-2-(trifluoromethyl)phenyl]-2-methylpiperazine), CC(C)([O-])C.[Na+] (Sodium tert-butoxide), C=1C=CC(=CC1)P(C=2C=CC=CC2)C3=CC=C4C=CC=CC4=C3C5=C6C=CC=CC6=CC=C5P(C=7C=CC=CC7)C=8C=CC=CC8 (BINAP). As a reaction SMILES: Br[C:2]1[CH:7]=[CH:6][C:5]([S:8]([N:11]2[CH2:16][CH2:15][N:14]([C:17]3[CH:22]=[CH:21][C:20]([F:23])=[CH:19][C:18]=3[C:24]([F:27])([F:26])[F:25])[CH2:13][C@H:12]2[CH3:28])(=[O:10])=[O:9])=[C:4]([Cl:29])[CH:3]=1.CC(C)([O-])C.[Na+].C1C=CC(P(C2C(C3C(P(C4C=CC=CC=4)C4C=CC=CC=4)=CC=C4C=3C=CC=C4)=C3C(C=CC=C3)=CC=2)C2C=CC=CC=2)=CC=1.[NH:82]1[CH2:87][CH2:86][O:85][CH2:84][CH2:83]1>CCOC(C)=O.C1C=CC(/C=C/C(/C=C/C2C=CC=CC=2)=O)=CC=1.C1C=CC(/C=C/C(/C=C/C2C=CC=CC=2)=O)=CC=1.C1C=CC(/C=C/C(/C=C/C2C=CC=CC=2)=O)=CC=1.[Pd].[Pd]>[Cl:29][C:4]1[CH:3]=[C:2]([N:82]2[CH2:87][CH2:86][O:85][CH2:84][CH2:83]2)[CH:7]=[CH:6][C:5]=1[S:8]([N:11]1[CH2:16][CH2:15][N:14]([C:17]2[CH:22]=[CH:21][C:20]([F:23])=[CH:19][C:18]=2[C:24]([F:27])([F:26])[F:25])[CH2:13][C@H:12]1[CH3:28])(=[O:10])=[O:9] |f:1.2,6.7.8.9.10|. Solvent: CCOC(=O)C (EtOAc). Run at temperature 75 celsius. Product: ClC=1C=C(C=CC1S(=O)(=O)N1[C@@H](CN(CC1)C1=C(C=C(C=C1)F)C(F)(F)F)C)N1CCOCC1 (4-[3-chloro-4-({(2R)-4-[4-fluoro-2-(trifluoromethyl)phenyl]-2-methylpiperazin-1-yl}sulfonyl)phenyl]morpholine). Procedure details: A 5-mL microwave vial was charged with a stirbar, (2R)-1-[(4-bromo-2-chlorophenyl)sulfonyl]-4-[4-fluoro-2-(trifluoromethyl)phenyl]-2-methylpiperazine (250 mg, 0.49 mmol), Sodium tert-butoxide (77 mg, 0.74 mmol), BINAP (31 mg, 0.05 mmol), and Pd2(dba)3 (25 mg, 0.03 mmol). The vial was sealed and vacuum-purged with N2 three times. Toluene (2.0 mL) was then added under N2, followed by morpholine (0.05 mL, 0.53 mmol). The reaction mixture was heated to 75° C. under thermal conditions for 30 minutes,... The reactants are CCOC(C)=O, CCOC(=O)CC1=C(c2ccccc2)CC(=O)CC1. Yields the product CCOC(=O)CC1CCC(=O)CC1c1ccccc1. RXN SMILES: [CH3:20][CH2:21][O:22][C:23](=[O:24])[CH3:25].[O:1]=[C:2]1[CH2:3][C:4]([c:14]2[cH:15][cH:16][cH:17][cH:18][cH:19]2)=[C:5]([CH2:8][C:9](=[O:10])[O:11][CH2:12][CH3:13])[CH2:6][CH2:7]1>>[O:1]=[C:2]1[CH2:3][CH:4]([c:14]2[cH:15][cH:16][cH:17][cH:18][cH:19]2)[CH:5]([CH2:8][C:9](=[O:10])[O:11][CH2:12][CH3:13])[CH2:6][CH2:7]1.